Dataset: the Open Reaction Database (ORD), a public repository of structured organic reaction records. Task: describe an organic reaction: reactants, conditions, products, and yield Procedure: Homovanillic acid (182 mg, 0.999 mmol) dissolved in DMF (3 ml) was cooled in an ice-bath. N-Hexylbenzylamine (201 mg, 1.049 mmol) was added and then TBTU (337 mg, 1.049 mmol) followed by DIPEA (407 mg, 3.147 mmol). The mixture was stirred at room temperature overnight and evaporated. Sodium hydrogencarbonate aqueous solution (sat.) was added into the residue. The mixture was then extracted with ethyl acetate (×2). The extracts were combined and washed with water and brine and dried (magnesium su... Reaction conditions: time 8 hour. Run in CN(C)C=O (DMF). The product is C(C1=CC=CC=C1)N(C(CC1=CC(=C(C=C1)O)OC)=O)CCCCCC (N-Benzyl-N-hexyl-2-(4-hydroxy-3-methoxyphenyl)acetamide). Reaction SMILES: [C:1]([OH:13])(=O)[CH2:2][C:3]1[CH:11]=[CH:10][C:8]([OH:9])=[C:5]([O:6][CH3:7])[CH:4]=1.[CH2:14]([NH:20][CH2:21][C:22]1[CH:27]=[CH:26][CH:25]=[CH:24][CH:23]=1)[CH2:15][CH2:16][CH2:17][CH2:18][CH3:19].CN(C(ON1N=NC2C=CC=CC1=2)=[N+](C)C)C.[B-](F)(F)(F)F.CCN(C(C)C)C(C)C>CN(C=O)C>[CH2:21]([N:20]([CH2:14][CH2:15][CH2:16][CH2:17][CH2:18][CH3:19])[C:1](=[O:13])[CH2:2][C:3]1[CH:11]=[CH:10][C:8]([OH:9])=[C:5]([O:6][CH3:7])[CH:4]=1)[C:22]1[CH:27]=[CH:26][CH:25]=[CH:24][CH:23]=1 |f:2.3|. Starting materials: CCN(C(C)C)C(C)C (DIPEA), C(CC1=CC(OC)=C(O)C=C1)(=O)O (Homovanillic acid), CN(C)C(=[N+](C)C)ON1C2=C(C=CC=C2)N=N1.[B-](F)(F)(F)F (TBTU), C(CCCCC)NCC1=CC=CC=C1 (N-Hexylbenzylamine). Yield: 74.3%. Starting materials: OCCOCC(C)(COCCO)COCCO (1,1,1-tris(hydroxyethoxymethyl)ethane), C1(=CC=C(C=C1)S(=O)(=O)Cl)C (p-toluenesulfonyl chloride). Solvent: N1=CC=CC=C1 (pyridine). Reaction conditions: time 15 hour. Product: S(=O)(=O)(C1=CC=C(C)C=C1)CCOCC(C)(COCCS(=O)(=O)C1=CC=C(C)C=C1)COCCS(=O)(=O)C1=CC=C(C)C=C1 (1,1,1-tris(tosylethoxymethyl)ethane). Isolated yield 50.0%. As a reaction SMILES: O[CH2:2][CH2:3][O:4][CH2:5][C:6]([CH2:13][O:14][CH2:15][CH2:16]O)([CH2:8][O:9][CH2:10][CH2:11]O)[CH3:7].[C:18]1([CH3:28])[CH:23]=[CH:22][C:21]([S:24](Cl)(=[O:26])=[O:25])=[CH:20][CH:19]=1>N1C=CC=CC=1>[S:24]([CH2:16][CH2:15][O:14][CH2:13][C:6]([CH2:5][O:4][CH2:3][CH2:2][S:24]([C:21]1[CH:22]=[CH:23][C:18]([CH3:28])=[CH:19][CH:20]=1)(=[O:26])=[O:25])([CH2:8][O:9][CH2:10][CH2:11][S:24]([C:21]1[CH:22]=[CH:23][C:18]([CH3:28])=[CH:19][CH:20]=1)(=[O:26])=[O:25])[CH3:7])([C:21]1[CH:22]=[CH:23][C:18]([CH3:28])=[CH:19][CH:20]=1)(=[O:26])=[O:25]. Procedure: A solution of 1,1,1-tris(hydroxyethoxymethyl)ethane (6.7 g, 0.026 mol) in 35 mL of anhydrous pyridine was cooled to -10° C. Then solid p-toluenesulfonyl chloride (16.6 g, 0.087 mol) was added in portions over 1.5 hrs. The mixture was kept at -10° C. for 15 hrs. The resulting slurry was partitioned between dichloromethane (100 mL) and water (50 mL) and the layers were separated. The organic layer was washed with water (50 mL), dried over anhydrous sodium sulfate and evaporated to give a crude gum... The reactants are F\C(\C(=O)OCC)=C(/C=C/C1=C(C(=C(C=C1Cl)OC)C)Cl)\C (ethyl 2Z,4E-2-fluoro-3-methyl-5-(2,6-dichloro-3-methyl-4-methoxyphenyl)pentadienoate), [H-].C(C(C)C)[Al+]CC(C)C (Diisobutylaluminum hydride), S(=O)(=O)([O-])[O-].[Na+].[Na+] (sodium sulfate). Reaction conditions: temperature -45 celsius. Product: F\C(=C/O)\C(=C\CC1=C(C(=C(C=C1Cl)OC)C)Cl)\C (2Z,4E-2-fluoro-3-methyl-5-(2,6-dichloro-3-methyl-4-methoxyphenyl)pentadien-1-ol). The yield is 80.0%. RXN SMILES: [F:1]/[C:2](=[C:8](/[CH3:22])\[CH:9]=[CH:10]\[C:11]1[C:16]([Cl:17])=[CH:15][C:14]([O:18][CH3:19])=[C:13]([CH3:20])[C:12]=1[Cl:21])/[C:3](OCC)=[O:4].[H-].C([Al+]CC(C)C)C(C)C.S([O-])([O-])(=O)=O.[Na+].[Na+]>>[F:1]/[C:2](/[C:8](/[CH3:22])=[CH:9]/[CH2:10][C:11]1[C:16]([Cl:17])=[CH:15][C:14]([O:18][CH3:19])=[C:13]([CH3:20])[C:12]=1[Cl:21])=[CH:3]\[OH:4] |f:1.2,3.4.5|. Procedure details: A solution of 8.5 g. (24.5 mmol) of ethyl 2Z,4E-2-fluoro-3-methyl-5-(2,6-dichloro-3-methyl-4-methoxyphenyl)pentadienoate was stirred under argon and cooled to -45° C. Diisobutylaluminum hydride (DIBAH) was added slowly until three equivalents had been added and no starting material remained by tlc. Saturated aqueous sodium sulfate (5 ml.) was added at -10° C. and the mixture was allowed to warm to 30° C. for completion of hydrolysis. The mixture was filtered through Celite and the filtrate was e... Reactants: COC(=O)C1=NC=CN=C1Br (3-bromo-pyrazine-2-carboxylic acid methyl ester), NC=1SC=C(N1)C (2-amino-4-methylthiazole). Yields the product CC=1N=C(SC1)NC(=O)C1=NC=CN=C1Br (3-Bromo-pyrazine-2-carboxylic acid (4-methyl-thiazol-2-yl)-amide). Reaction SMILES: CO[C:3]([C:5]1[C:10]([Br:11])=[N:9][CH:8]=[CH:7][N:6]=1)=[O:4].[NH2:12][C:13]1[S:14][CH:15]=[C:16]([CH3:18])[N:17]=1>>[CH3:18][C:16]1[N:17]=[C:13]([NH:12][C:3]([C:5]2[C:10]([Br:11])=[N:9][CH:8]=[CH:7][N:6]=2)=[O:4])[S:14][CH:15]=1. Reported procedure: The title compound, MS: m/e=301.0 (M+H+), was prepared in accordance with the general method of example 1, step 2 from 3-bromo-pyrazine-2-carboxylic acid methyl ester (Example A) and 2-amino-4-methylthiazole. Reaction conditions: time 20 hour. Procedure: A mixture of 5-bromo-1-(toluene-4-sulfonyl)-1H-indole-2-carboxylic acid ethyl ester (948.4 mg, 2.24 mmol), Tris(dibenzylideneacetone)dipalladium (0) (0.112 mmol, 103 mg), 4,5-bis(diphenylphosphino)-9,9-dimethylxanthene (Xantphos) (0.225 mmol, 130 mg), lithium formate monohydrate (5.6 mmol, 394 mg), lithium chloride (286 mg, 6.75 mmol), and anhydrous N,N-dimethylformamide (DMF) (5.9 ml) was evacuated, and backfilled with argon. Then, N,N-diisopropylethyl amine (4.5 mmol, 0.78 ml) and acetic anhyd... The reagents and catalysts are C=1C=CC(=CC1)/C=C/C(=O)/C=C/C2=CC=CC=C2.C=1C=CC(=CC1)/C=C/C(=O)/C=C/C2=CC=CC=C2.C=1C=CC(=CC1)/C=C/C(=O)/C=C/C2=CC=CC=C2.[Pd].[Pd] (Tris(dibenzylideneacetone)dipalladium). Yields the product CCOC(=O)C=1N(C2=CC=C(C=C2C1)C(=O)O)S(=O)(=O)C1=CC=C(C=C1)C (1-(toluene-4-sulfonyl)-1H-indole-2,5-dicarboxylic acid 2-ethyl ester), material. The reactants are C(C)OC(=O)C=1N(C2=CC=C(C=C2C1)Br)S(=O)(=O)C1=CC=C(C=C1)C (5-bromo-1-(toluene-4-sulfonyl)-1H-indole-2-carboxylic acid ethyl ester), C1(=CC=CC=C1)P(C1=CC=CC=2C(C3=CC=CC(=C3OC12)P(C1=CC=CC=C1)C1=CC=CC=C1)(C)C)C1=CC=CC=C1 (4,5-bis(diphenylphosphino)-9,9-dimethylxanthene), O.C(=O)[O-].[Li+] (lithium formate monohydrate), [Cl-].[Li+] (lithium chloride), C(C)(C)N(C(C)C)CC (N,N-diisopropylethyl amine), C(C)(=O)OC(C)=O (acetic anhydride). RXN SMILES: [CH2:1]([O:3][C:4]([C:6]1[N:7]([S:16]([C:19]2[CH:24]=[CH:23][C:22]([CH3:25])=[CH:21][CH:20]=2)(=[O:18])=[O:17])[C:8]2[C:13]([CH:14]=1)=[CH:12][C:11](Br)=[CH:10][CH:9]=2)=[O:5])[CH3:2].C1(P(C2C=CC=CC=2)C2C3OC4C(=CC=CC=4P(C4C=CC=CC=4)C4C=CC=CC=4)C(C)(C)C=3C=CC=2)C=CC=CC=1.O.[CH:69]([O-:71])=[O:70].[Li+].[Cl-].[Li+].C(N(CC)C(C)C)(C)C.C(OC(=O)C)(=O)C>C(OCC)(=O)C.C1C=CC(/C=C/C(/C=C/C2C=CC=CC=2)=O)=CC=1.C1C=CC(/C=C/C(/C=C/C2C=CC=CC=2)=O)=CC=1.C1C=CC(/C=C/C(/C=C/C2C=CC=CC=2)=O)=CC=1.[Pd].[Pd].CN(C)C=O>[CH3:2][CH2:1][O:3][C:4]([C:6]1[N:7]([S:16]([C:19]2[CH:24]=[CH:23][C:22]([CH3:25])=[CH:21][CH:20]=2)(=[O:18])=[O:17])[C:8]2[C:13]([CH:14]=1)=[CH:12][C:11]([C:69]([OH:71])=[O:70])=[CH:10][CH:9]=2)=[O:5] |f:2.3.4,5.6,10.11.12.13.14|. Run in CN(C=O)C (N,N-dimethylformamide), C(C)(=O)OCC (ethyl acetate). The reactants are BrC1=C(C=CC(=C1)F)[N+](=O)[O-] (2-bromo-4-fluoro-1-nitrobenzene), CS(=O)C (Dimethylsulfoxide), BrC1=C(C(=O)OC)C=CC(=C1)F (methyl 2-bromo-4-fluorobenzoate). The reagents and catalysts are C=1C=CC(=CC1)/C=C/C(=O)/C=C/C2=CC=CC=C2.C=1C=CC(=CC1)/C=C/C(=O)/C=C/C2=CC=CC=C2.C=1C=CC(=CC1)/C=C/C(=O)/C=C/C2=CC=CC=C2.[Pd].[Pd] (Pd2 dba3), [Cu] (copper). The solvent is C(C)(=O)OCC (ethyl acetate). Reaction conditions: temperature 100 celsius, time 2 hour. Product: FC1=CC=C(C(=C1)C1=C(C=CC(=C1)F)[N+](=O)[O-])C(=O)OC (Methyl 5,5′-difluoro-2′-nitrobiphenyl-2-carboxylate). The yield is 113.3%. RXN SMILES: Br[C:2]1[CH:7]=[C:6]([F:8])[CH:5]=[CH:4][C:3]=1[N+:9]([O-:11])=[O:10].CS(C)=O.Br[C:17]1[CH:26]=[C:25]([F:27])[CH:24]=[CH:23][C:18]=1[C:19]([O:21][CH3:22])=[O:20]>C(OCC)(=O)C.C1C=CC(/C=C/C(/C=C/C2C=CC=CC=2)=O)=CC=1.C1C=CC(/C=C/C(/C=C/C2C=CC=CC=2)=O)=CC=1.C1C=CC(/C=C/C(/C=C/C2C=CC=CC=2)=O)=CC=1.[Pd].[Pd].[Cu]>[F:27][C:25]1[CH:24]=[C:23]([C:2]2[CH:7]=[C:6]([F:8])[CH:5]=[CH:4][C:3]=2[N+:9]([O-:11])=[O:10])[C:18]([C:19]([O:21][CH3:22])=[O:20])=[CH:17][CH:26]=1 |f:4.5.6.7.8|. Procedure: To 2-bromo-4-fluoro-1-nitrobenzene (185.16 mg, 0.842 mmol) was added Pd2 dba3 (23.12 mg, 0.025 mmol) and copper powder (271 mg, 4.26 mmol). Dimethylsulfoxide (2.3 ml) and methyl 2-bromo-4-fluorobenzoate (0.122 ml, 0.842 mmol) were added and the mixture was stirred vigorously at 100° C. for 2 h. The mixture was cooled to room temperature, diluted with ethyl acetate (20 ml), and filtered. The filtrate was washed with water and dried (anhydrous Na2SO4) and concentrated to give a yellow oil (279.8 m...